The task is: describe an organic reaction: reactants, conditions, products, and yield. This data is from the Open Reaction Database (ORD), a public repository of structured organic reaction records. Starting materials: C1COCCO1, Cl, CC(C)(C)OC(=O)N1CCC(ON2C(=O)c3ccccc3C2=O)CC1. Product: Cl, O=C1c2ccccc2C(=O)N1OC1CCNCC1. RXN SMILES: [CH2:27]1[O:28][CH2:29][CH2:30][O:31][CH2:32]1.[ClH:1].[O:2]=[C:3]1[N:4]([O:13][CH:14]2[CH2:15][CH2:16][N:17]([C:20]([O:21][C:22]([CH3:23])([CH3:24])[CH3:25])=[O:26])[CH2:18][CH2:19]2)[C:5](=[O:12])[c:6]2[cH:7][cH:8][cH:9][cH:10][c:11]21>>[ClH:1].[O:2]=[C:3]1[N:4]([O:13][CH:14]2[CH2:15][CH2:16][NH:17][CH2:18][CH2:19]2)[C:5](=[O:12])[c:6]2[cH:7][cH:8][cH:9][cH:10][c:11]21. Reactants: OC1C2=C(C3N(C4=C1C=CC=C4)CCNC3)C=CC=C2 (10-hydroxy-1,2,3,4,10,14b-hexahydrodibenzo[c,f]pyrazino[1,2-a]azepine), C(C)O.CC(=O)C (ethanol acetone). Yields the product OC1C2=C(C3N(C4=C1C=CC=C4)CCN(C3)C)C(=CC=C2)OC (10-hydroxy-14-methoxy-2-methyl-1,2,3,4,10,14b-hexahydrodibenzo[c,f]pyrazino[1,2-a]azepine). As a reaction SMILES: [OH:1][CH:2]1[C:8]2[CH:9]=[CH:10][CH:11]=[CH:12][C:7]=2[N:6]2[CH2:13][CH2:14][NH:15][CH2:16][CH:5]2[C:4]2[CH:17]=[CH:18][CH:19]=[CH:20][C:3]1=2.[CH2:21]([OH:23])C.[CH3:24]C(C)=O>>[OH:1][CH:2]1[C:8]2[CH:9]=[CH:10][CH:11]=[CH:12][C:7]=2[N:6]2[CH2:13][CH2:14][N:15]([CH3:24])[CH2:16][CH:5]2[C:4]2[C:17]([O:23][CH3:21])=[CH:18][CH:19]=[CH:20][C:3]1=2 |f:1.2|. Procedure details: 10-hydroxy-1,2,3,4,10,14b-hexahydrodibenzo[c,f]pyrazino[1,2-a]azepine, (cis configuration), Rf in ethanol:acetone (9:1)=0.43 on SiO2, m.p. 217° C. Product: N#CC1C2C=CC(CC2)C1c1ccc(Cl)c(Cl)c1. Reactants: C1=CCCC=C1, N#CC=Cc1ccc(Cl)c(Cl)c1. Reaction SMILES: [CH:13]1=[CH:14][CH:15]=[CH:16][CH2:17][CH2:18]1.[Cl:1][c:2]1[cH:3][c:4]([CH:5]=[CH:6][C:7]#[N:8])[cH:9][cH:10][c:11]1[Cl:12]>>[Cl:1][c:2]1[cH:3][c:4]([CH:5]2[CH:6]([C:7]#[N:8])[CH:18]3[CH:13]=[CH:14][CH:15]2[CH2:16][CH2:17]3)[cH:9][cH:10][c:11]1[Cl:12].